This data is from the Open Reaction Database (ORD), a public repository of structured organic reaction records. The task is: describe an organic reaction: reactants, conditions, products, and yield Starting materials: [SH-].[Na+] (sodium hydrosulfide), C(C)(C)N(CC)C(C)C (diisopropylethylamine), Cl.ClCC=1C=NNC1 (4-chloromethylpyrazole hydrochloride), C(C)(C)N(CC)C(C)C (diisopropylethylamine), C(=O)N[C@H]1[C@@H]2N(C(=C(CS2)OS(=O)(=O)C)C(=O)OC(C2=CC=CC=C2)C2=CC=CC=C2)C1=O (diphenylmethyl 7β-formamido-3-methanesulfonyloxy-3-cephem-4-carboxylate), C(=O)=O.ClC(Cl)(Cl)Cl (dry ice tetrachloromethane). Solvent: CN(C)C=O (DMF), CN(C)C=O (DMF), C(C)(=O)OCC (ethyl acetate), O (water). Reaction conditions: time 30 minute. Yields the product C(=O)N[C@H]1[C@@H]2N(C(=C(CS2)SCC=2C=NNC2)C(=O)OC(C2=CC=CC=C2)C2=CC=CC=C2)C1=O (diphenylmethyl 7β-formamido-3-[(pyrazol-4-yl)-methylthio]-3-cephem-4-carboxylate). Isolated yield 117.0%. RXN SMILES: [SH-:1].[Na+].C(N(C(C)C)CC)(C)C.[CH:12]([NH:14][C@@H:15]1[C:43](=[O:44])[N:17]2[C:18]([C:27]([O:29][CH:30]([C:37]3[CH:42]=[CH:41][CH:40]=[CH:39][CH:38]=3)[C:31]3[CH:36]=[CH:35][CH:34]=[CH:33][CH:32]=3)=[O:28])=[C:19](OS(C)(=O)=O)[CH2:20][S:21][C@H:16]12)=[O:13].C(=O)=O.ClC(Cl)(Cl)Cl.Cl.Cl[CH2:55][C:56]1[CH:57]=[N:58][NH:59][CH:60]=1>CN(C=O)C.C(OCC)(=O)C.O>[CH:12]([NH:14][C@@H:15]1[C:43](=[O:44])[N:17]2[C:18]([C:27]([O:29][CH:30]([C:31]3[CH:36]=[CH:35][CH:34]=[CH:33][CH:32]=3)[C:37]3[CH:42]=[CH:41][CH:40]=[CH:39][CH:38]=3)=[O:28])=[C:19]([S:1][CH2:55][C:56]3[CH:57]=[N:58][NH:59][CH:60]=3)[CH2:20][S:21][C@H:16]12)=[O:13] |f:0.1,4.5,6.7|. Procedure details: Under nitrogen atmosphere, the mixture of 440 mg of sodium hydrosulfide and 1.3 ml of diisopropylethylamine in DMF (10 ml) was added to a solution of diphenylmethyl 7β-formamido-3-methanesulfonyloxy-3-cephem-4-carboxylate (2.44 g) in DMF (15 ml) with dry ice-tetrachloromethane cooling. Stirring was continued for 30 minutes, 918 mg of 4-chloromethylpyrazole hydrochloride and 1.04 ml of diisopropylethylamine was added successively to the solution. The whole mixture was stirred for 1 hour, and then... Product: C(C)(=O)OC1C(C2CN(CC2C(C1)(C)C)CC1=CC=CC=C1)=O ((3aRS,5RS,7aRS)-5 -acetoxy-2-benzyl-7,7-dimethyl-4-perhydroisoindolone). The solvent is ClCCl (dichloromethane). The reactants are C([O-])([O-])=O.[K+].[K+] (potassium carbonate), C(C)(=O)OC1CC(C=CC1=O)(C)C (6-acetoxy-4,4-dimethylcyclohex-2-enone), FC(C(=O)O)(F)F (trifluoroacetic acid), C(CCC)OCN(C[Si](C)(C)C)CC1=CC=CC=C1 (N-butoxymethyl-N-trimethylsilylmethylbenzylamine). Reaction conditions: time 15 hour. RXN SMILES: [C:1]([O:4][CH:5]1[C:10](=[O:11])[CH:9]=[CH:8][C:7]([CH3:13])([CH3:12])[CH2:6]1)(=[O:3])[CH3:2].FC(F)(F)C(O)=O.C(O[CH2:26][N:27]([CH2:33][C:34]1[CH:39]=[CH:38][CH:37]=[CH:36][CH:35]=1)[CH2:28][Si](C)(C)C)CCC.C(=O)([O-])[O-].[K+].[K+]>ClCCl>[C:1]([O:4][CH:5]1[CH2:6][C:7]([CH3:13])([CH3:12])[CH:8]2[CH:9]([CH2:26][N:27]([CH2:33][C:34]3[CH:39]=[CH:38][CH:37]=[CH:36][CH:35]=3)[CH2:28]2)[C:10]1=[O:11])(=[O:3])[CH3:2] |f:3.4.5|. Procedure details: To a solution of 23.2 g of 6-acetoxy-4,4-dimethylcyclohex-2-enone and 0.8 cm3 of trifluoroacetic acid in 770 cm3 of dichloromethane are added, at room temperature, 43 cm3 of N-butoxymethyl-N-trimethylsilylmethylbenzylamine. The reaction mixture is stirred at room temperature for 15 hours then 5 g of potassium carbonate are added and the solution is filtered through a sinter funnel and concentrated to dryness under reduced pressure (2.7 kPa). The residue is chromatographed on a column of silica g... The reactants are O=C([O-])[O-], CC(=O)[O-], CC(=O)[O-], CCC(C)Nc1cc(C(=O)OC)cc(Cl)n1, C[S-], Cc1ccccc1, [Cs+], [Cs+], [Na+], [Pd+2], c1ccc(P(c2ccccc2)c2ccc3ccccc3c2-c2c(P(c3ccccc3)c3ccccc3)ccc3ccccc23)cc1. Yields the product CCC(C)Nc1cc(C(=O)OC)cc(SC)n1. Reaction SMILES: [C:63](=[O:64])([O-:65])[O-:66].[C:72]([O-:73])(=[O:74])[CH3:75].[C:77]([O-:78])(=[O:79])[CH3:80].[CH3:1][O:2][C:3]([c:4]1[cH:5][c:6]([NH:11][CH:12]([CH3:13])[CH2:14][CH3:15])[n:7][c:8]([Cl:10])[cH:9]1)=[O:16].[CH3:69][S-:70].[CH3:81][c:82]1[cH:83][cH:84][cH:85][cH:86][cH:87]1.[Cs+:67].[Cs+:68].[Na+:71].[Pd+2:76].[c:17]1([P:18]([c:19]2[cH:20][cH:21][cH:22][cH:23][cH:24]2)[c:25]2[cH:26][cH:27][c:28]3[c:29]([cH:30][cH:31][cH:32][cH:33]3)[c:34]2-[c:35]2[c:36]3[c:37]([cH:38][cH:39][cH:40][cH:41]3)[cH:42][cH:43][c:44]2[P:45]([c:46]2[cH:47][cH:48][cH:49][cH:50][cH:51]2)[c:52]2[cH:53][cH:54][cH:55][cH:56][cH:57]2)[cH:58][cH:59][cH:60][cH:61][cH:62]1>>[CH3:1][O:2][C:3]([c:4]1[cH:5][c:6]([NH:11][CH:12]([CH3:13])[CH2:14][CH3:15])[n:7][c:8]([S:70][CH3:69])[cH:9]1)=[O:16]. The reactants are CCOC(=O)C(CC(C)C)C(=O)NOCc1ccccc1, [Na+], [OH-]. Product: CC(C)CC(C(=O)O)C(=O)NOCc1ccccc1. Reaction SMILES: [CH2:1]([CH3:2])[O:3][C:4]([CH:5]([CH2:6][CH:7]([CH3:8])[CH3:9])[C:10]([NH:11][O:12][CH2:13][c:14]1[cH:15][cH:16][cH:17][cH:18][cH:19]1)=[O:20])=[O:21].[Na+:23].[OH-:22]>>[O:3]=[C:4]([CH:5]([CH2:6][CH:7]([CH3:8])[CH3:9])[C:10]([NH:11][O:12][CH2:13][c:14]1[cH:15][cH:16][cH:17][cH:18][cH:19]1)=[O:20])[OH:21]. Starting materials: CC=1C(OC(C1)=O)=O (3-methyl-2,5-furandione), [Al](Br)(Br)Br (AlBr3), BrBr (Br2). Run in C(C)(=O)OCC (Ethyl acetate). Run at temperature 120 celsius. Product: BrC=1C(OC(C1C)=O)=O (3-bromo-4-methyl-2,5-furandione). Yield: 9023.2%. As a reaction SMILES: [CH3:1][C:2]1[C:3](=[O:8])[O:4][C:5](=[O:7])[CH:6]=1.[Al](Br)(Br)[Br:10].BrBr>C(OCC)(=O)C>[Br:10][C:6]1[C:5](=[O:7])[O:4][C:3](=[O:8])[C:2]=1[CH3:1]. Procedure details: A mixture of 3-methyl-2,5-furandione (citraconic anhydride, 1 g), AlBr3 (26 mg) and Br2 (0.46 mL) was heated at 120° C. overnight. Ethyl acetate was then added and the organic phase was washed with HCl 0.1% and then with brine. The organic phase was dried and concentrated in vacuo to give the crude product (1.680 g) that was used without further purification. Starting materials: C(C)(=O)OC1=CC2=C(C(=C3CCCCN3C2=O)C)C(=C1)OC(C)=O (8,10-bis(acetyloxy)-1,2,3,4-tetrahydro-11-methyl-6H-benzo[b]quinolizin-6-one), C(C)(=O)OC(C)=O (acetic anhydride), N1=CC=CC=C1 (pyridine). Solvent: C(Cl)(Cl)Cl (chloroform). The product is C(C)(=O)OC=1C=CC2=C(C(C3CCCCN3C2=O)=C)C1OC(C)=O (9,10-bis(acetyloxy)-1,2,3,4,11,11a-hexahydro-11-methylene-6H-benzo[b]quinolizin-6-one). As a reaction SMILES: C(O[C:5]1[CH:20]=[C:19]([O:21][C:22](=[O:24])[CH3:23])[C:8]2[C:9]([CH3:18])=[C:10]3[N:15]([C:16](=[O:17])[C:7]=2[CH:6]=1)[CH2:14][CH2:13][CH2:12][CH2:11]3)(=O)C.[C:25]([O:28]C(=O)C)(=[O:27])[CH3:26].N1C=CC=CC=1>C(Cl)(Cl)Cl>[C:25]([O:28][C:20]1[CH:5]=[CH:6][C:7]2[C:16](=[O:17])[N:15]3[CH:10]([CH2:11][CH2:12][CH2:13][CH2:14]3)[C:9](=[CH2:18])[C:8]=2[C:19]=1[O:21][C:22](=[O:24])[CH3:23])(=[O:27])[CH3:26]. Procedure: Reflux crude 8,10-bis(acetyloxy)-1,2,3,4-tetrahydro-11-methyl-6H-benzo[b]quinolizin-6-one (11.8 g), acetic anhydride (20.2 ml), pyridine (20.2 ml), and chloroform (400 ml) for 20 hrs. Concentrate the cooled solution to dryness, and dilute the residue with ethyl acetate. Separate the resulting crystals by filtration, and concentrate the mother liquor. Chromatograph the residue over silica gel, and elute the column with 10% ethyl acetate in dichloromethane. Combine and concentrate fractions, and c... Reactants: [BH4-], COc1cc(C(=O)N(C)c2ccc(C)cc2OCCCCCC(=O)N2CCC(=O)CC2)ccc1NC(=O)c1cccc2[nH]c(CNC(=O)OC(C)(C)C)nc12, CO, ClC(Cl)Cl, [Na+]. Yields the product COc1cc(C(=O)N(C)c2ccc(C)cc2OCCCCCC(=O)N2CCC(O)CC2)ccc1NC(=O)c1cccc2[nH]c(CNC(=O)OC(C)(C)C)nc12. RXN SMILES: [BH4-:56].[CH3:1][O:2][c:3]1[cH:4][c:5]([C:6](=[O:7])[N:8]([c:9]2[c:10]([O:16][CH2:17][CH2:18][CH2:19][CH2:20][CH2:21][C:22](=[O:23])[N:24]3[CH2:25][CH2:26][C:27](=[O:30])[CH2:28][CH2:29]3)[cH:11][c:12]([CH3:15])[cH:13][cH:14]2)[CH3:31])[cH:32][cH:33][c:34]1[NH:35][C:36](=[O:37])[c:38]1[cH:39][cH:40][cH:41][c:42]2[nH:43][c:44]([CH2:47][NH:48][C:49](=[O:50])[O:51][C:52]([CH3:53])([CH3:54])[CH3:55])[n:45][c:46]12.[CH3:58][OH:59].[CH:60]([Cl:61])([Cl:62])[Cl:63].[Na+:57]>>[CH3:1][O:2][c:3]1[cH:4][c:5]([C:6](=[O:7])[N:8]([c:9]2[c:10]([O:16][CH2:17][CH2:18][CH2:19][CH2:20][CH2:21][C:22](=[O:23])[N:24]3[CH2:25][CH2:26][CH:27]([OH:30])[CH2:28][CH2:29]3)[cH:11][c:12]([CH3:15])[cH:13][cH:14]2)[CH3:31])[cH:32][cH:33][c:34]1[NH:35][C:36](=[O:37])[c:38]1[cH:39][cH:40][cH:41][c:42]2[nH:43][c:44]([CH2:47][NH:48][C:49](=[O:50])[O:51][C:52]([CH3:53])([CH3:54])[CH3:55])[n:45][c:46]12. Starting materials: C(CCCCCC(=O)O)(=O)O (pimelic acid), C1(CCCCC1)N=C=NC1CCCCC1 (dicyclohexyl carbodiimide). Solvent: C(C)OCC (diethyl ether), C(C)OCC (diethyl ether). Yields the product C1(CCCCCC(=O)O1)=O (pimelic anhydride). As a reaction SMILES: [C:1]([OH:11])(=[O:10])[CH2:2][CH2:3][CH2:4][CH2:5][CH2:6][C:7]([OH:9])=O.C1(N=C=NC2CCCCC2)CCCCC1>C(OCC)C>[C:7]1(=[O:9])[O:11][C:1](=[O:10])[CH2:2][CH2:3][CH2:4][CH2:5][CH2:6]1. Procedure: A solution of 32 g. pimelic acid in 300 g. dry diethyl ether was added portionwise, while stirring, to 40 g. dicyclohexyl carbodiimide in 100 ml. dry diethyl ether. The mixture was stirred for 24 hours and filtered. The filtrate was evaporated to give pimelic anhydride in the form of a thick oil. This was taken up in 150 ml. dry pyridine and treated with 12 g. 2-hydroxymethyl-18α-glycyrrhetinic acid. The solution was stirred and left for 5 days, whereafter it was poured into dilute hydrochloric ... The reactants are N12CCCCCC2=NCCC1 (1,8-diazabicyclo[5.4.0]undec-7-ene), OC1=C(C(=O)OCC)C=CC=C1C(CC)=O (ethyl 2-hydroxy-3-propionylbenzoate), C(#N)C1=CC=C(C(=O)Cl)C=C1 (4-cyanobenzoyl chloride). The solvent is N1=CC=CC=C1 (pyridine), N1=CC=CC=C1 (pyridine). Run at temperature 100 celsius, time 1 hour. The product is C(#N)C1=CC=C(C=C1)C=1OC2=C(C(C1C)=O)C=CC=C2C(=O)OCC (Ethyl 2-(4-cyanophenyl)-3-methyl-4-oxo-4H-1-benzopyran-8-carboxylate). The yield is 38.5%. As a reaction SMILES: O[C:2]1[C:12]([C:13](=[O:16])[CH2:14][CH3:15])=[CH:11][CH:10]=[CH:9][C:3]=1[C:4]([O:6][CH2:7][CH3:8])=[O:5].[C:17]([C:19]1[CH:27]=[CH:26][C:22]([C:23](Cl)=[O:24])=[CH:21][CH:20]=1)#[N:18].N12CCCN=C1CCCCC2>N1C=CC=CC=1>[C:17]([C:19]1[CH:27]=[CH:26][C:22]([C:23]2[O:24][C:2]3[C:3]([C:4]([O:6][CH2:7][CH3:8])=[O:5])=[CH:9][CH:10]=[CH:11][C:12]=3[C:13](=[O:16])[C:14]=2[CH3:15])=[CH:21][CH:20]=1)#[N:18]. Procedure: A solution of 5.2 g of ethyl 2-hydroxy-3-propionylbenzoate in 30 ml of anhydrous pyridine was added dropwise over 20 minutes at room temperature into a stirred mixture of 4 g of 4-cyanobenzoyl chloride in 30 ml of anhydrous pyridine. The solution was stirred for 1 hour at the same temperature, then 2.6 ml of 1,8-diazabicyclo[5.4.0]undec-7-ene was added and the solution was heated at 100° C. for 2 hours. After cooling to room temperature, the solvent was evaporated in vacuo and the residue was qu...